From a dataset of the Open Reaction Database (ORD), a public repository of structured organic reaction records. describe an organic reaction: reactants, conditions, products, and yield Reactants: CCCCOC(=O)c1cc(C)c(C=CC2CCN(C(=O)OC(C)(C)C)CC2)c(C)c1, CCO, [Na+], C1CCOC1, [OH-]. Yields the product Cc1cc(C(=O)O)cc(C)c1C=CC1CCN(C(=O)OC(C)(C)C)CC1. As a reaction SMILES: [CH2:1]([CH2:2][CH2:3][CH3:4])[O:5][C:6](=[O:7])[c:8]1[cH:9][c:10]([CH3:30])[c:11]([CH:15]=[CH:16][CH:17]2[CH2:18][CH2:19][N:20]([C:23](=[O:24])[O:25][C:26]([CH3:27])([CH3:28])[CH3:29])[CH2:21][CH2:22]2)[c:12]([CH3:14])[cH:13]1.[CH3:36][CH2:37][OH:38].[Na+:40].[O:31]1[CH2:32][CH2:33][CH2:34][CH2:35]1.[OH-:39]>>[O:5]=[C:6]([OH:7])[c:8]1[cH:9][c:10]([CH3:30])[c:11]([CH:15]=[CH:16][CH:17]2[CH2:18][CH2:19][N:20]([C:23](=[O:24])[O:25][C:26]([CH3:27])([CH3:28])[CH3:29])[CH2:21][CH2:22]2)[c:12]([CH3:14])[cH:13]1. The reactants are S1C=C(C=C1)C1=NNC(C2=CC=CC=C12)=O (4-(3-thienyl)-1-phthalazinone), P(=O)(Cl)(Cl)Cl (phosphorus oxychloride). Run in ClC(C)Cl (dichloroethane). Reaction conditions: temperature 100 celsius, time 4 hour. The product is ClC1=NN=C(C2=CC=CC=C12)C1=CSC=C1 (1-chloro-4-(3-thienyl)phthalazine). RXN SMILES: [S:1]1[CH:5]=[CH:4][C:3]([C:6]2[C:15]3[C:10](=[CH:11][CH:12]=[CH:13][CH:14]=3)[C:9](=O)[NH:8][N:7]=2)=[CH:2]1.P(Cl)(Cl)([Cl:19])=O>ClC(Cl)C>[Cl:19][C:9]1[C:10]2[C:15](=[CH:14][CH:13]=[CH:12][CH:11]=2)[C:6]([C:3]2[CH:4]=[CH:5][S:1][CH:2]=2)=[N:7][N:8]=1. Reported procedure: 500 mg of 4-(3-thienyl)-1-phthalazinone and 3 ml of phosphorus oxychloride were dissolved in 6 ml of dichloroethane, and the solution was stirred at 100° C. for 4 hours. The reaction solution was distilled off, and a 1-N aqueous NaOH solution was added thereto under cooling with ice. The solution was extracted with chloroform and dried over magnesium sulfide. The solvent was then distilled off, thereby obtaining 515 mg of 1-chloro-4-(3-thienyl)phthalazine. The reactants are CC(=O)N1CCC(Oc2ccc([N+](=O)[O-])c(OC3CCN(C(C)=O)CC3)c2)CC1, CCO, Cl. The product is CC(=O)N1CCC(Oc2ccc(N)c(OC3CCN(C(C)=O)CC3)c2)CC1, Cl. Reaction SMILES: [C:1]([CH3:2])(=[O:3])[N:4]1[CH2:5][CH2:6][CH:7]([O:10][c:11]2[cH:12][c:13]([O:20][CH:21]3[CH2:22][CH2:23][N:24]([C:27]([CH3:28])=[O:29])[CH2:25][CH2:26]3)[c:14]([N+:17]([O-:18])=[O:19])[cH:15][cH:16]2)[CH2:8][CH2:9]1.[CH3:31][CH2:32][OH:33].[ClH:30]>>[C:1]([CH3:2])(=[O:3])[N:4]1[CH2:5][CH2:6][CH:7]([O:10][c:11]2[cH:12][c:13]([O:20][CH:21]3[CH2:22][CH2:23][N:24]([C:27]([CH3:28])=[O:29])[CH2:25][CH2:26]3)[c:14]([NH2:17])[cH:15][cH:16]2)[CH2:8][CH2:9]1.[ClH:30]. Product: CC1(OC2=C(C1=O)C(=CC(=C2C)C)C)C (2,2,4,6,7-pentamethyl-1-benzofuran-3(2H)-one). Reaction conditions: temperature 70 celsius. The solvent is O (water). Reactants: Polyphosphoric acid, CC(C(=O)O)(C)OC1=C(C(=CC(=C1)C)C)C (2-methyl-2-(2,3,5-trimethylphenoxy)propanoic acid). As a reaction SMILES: [CH3:1][C:2]([O:7][C:8]1[CH:13]=[C:12]([CH3:14])[CH:11]=[C:10]([CH3:15])[C:9]=1[CH3:16])([CH3:6])[C:3]([OH:5])=O>O>[CH3:6][C:2]1([CH3:1])[C:3](=[O:5])[C:13]2[C:12]([CH3:14])=[CH:11][C:10]([CH3:15])=[C:9]([CH3:16])[C:8]=2[O:7]1. Isolated yield 78.7%. Procedure: Polyphosphoric acid (1.5 kg) was added to 2-methyl-2-(2,3,5-trimethylphenoxy)propanoic acid (226 g, 1.02 mol) synthesized in Reference Example 34, and the mixture was stirred at 70° C. After reaction for 2 hours, the resulting mixture was poured into iced water and extracted using ethyl acetate. The extract was washed with 0.5 N sodium hydroxide aqueous solution and saturated saline, and dried using anhydrous magnesium sulfate. The solvent was removed under reduced pressure. Methanol was added t... Starting materials: ClCC1CC1, COC(=O)c1cc(-c2ccc(OC)c(F)c2)n[nH]c1=O. The product is COC(=O)c1cc(-c2ccc(OC)c(F)c2)nn(CC2CC2)c1=O. As a reaction SMILES: [Cl:21][CH2:22][CH:23]1[CH2:24][CH2:25]1.[F:1][c:2]1[cH:3][c:4](-[c:10]2[cH:11][c:12]([C:17](=[O:18])[O:19][CH3:20])[c:13](=[O:16])[nH:14][n:15]2)[cH:5][cH:6][c:7]1[O:8][CH3:9]>>[F:1][c:2]1[cH:3][c:4](-[c:10]2[cH:11][c:12]([C:17](=[O:18])[O:19][CH3:20])[c:13](=[O:16])[n:14]([CH2:22][CH:23]3[CH2:24][CH2:25]3)[n:15]2)[cH:5][cH:6][c:7]1[O:8][CH3:9]. The reactants are ice, ON1C(CCC1=O)=O (N-hydroxysuccinimide), C1(CCCCC1)N=C=NC1CCCCC1 (dicyclohexylcarbodiimide), FC(C(=O)N(CCCCCCCCCCCCCCCC)C1=CC=C(C(=O)O)C=C1)(F)F (p-(2,2,2-trifluoro-N-hexadecylacetamido)benzoic acid), O1CCOCC1 (dioxane). As a reaction SMILES: [F:1][C:2]([F:32])([F:31])[C:3]([N:5]([C:22]1[CH:30]=[CH:29][C:25]([C:26]([OH:28])=[O:27])=[CH:24][CH:23]=1)[CH2:6][CH2:7][CH2:8][CH2:9][CH2:10][CH2:11][CH2:12][CH2:13][CH2:14][CH2:15][CH2:16][CH2:17][CH2:18][CH2:19][CH2:20][CH3:21])=[O:4].O1CCOCC1.O[N:40]1[C:44](=[O:45])[CH2:43][CH2:42][C:41]1=[O:46].C1(N=C=NC2CCCCC2)CCCCC1>O.CCCCCC>[F:1][C:2]([F:31])([F:32])[C:3]([N:5]([C:22]1[CH:30]=[CH:29][C:25]([C:26]([O:28][N:40]2[C:44](=[O:45])[CH2:43][CH2:42][C:41]2=[O:46])=[O:27])=[CH:24][CH:23]=1)[CH2:6][CH2:7][CH2:8][CH2:9][CH2:10][CH2:11][CH2:12][CH2:13][CH2:14][CH2:15][CH2:16][CH2:17][CH2:18][CH2:19][CH2:20][CH3:21])=[O:4]. The solvent is O (water), CCCCCC (hexane). The product is FC(C(=O)N(CCCCCCCCCCCCCCCC)C1=CC=C(C(=O)ON2C(CCC2=O)=O)C=C1)(F)F (N-[p-(2,2,2-trifluoro-N-hexadecylacetamido)benzoyloxy]succinimide). Reported procedure: To a stirred ice-cold solution of 18.3 g. of p-(2,2,2-trifluoro-N-hexadecylacetamido)benzoic acid in 80 ml. of dioxane is added successively 4.84 g. of N-hydroxysuccinimide and 9.16 g. of dicyclohexylcarbodiimide. After 18 hours at 0°-5° C. the mixture is stirred vigorously for one hour with hexane and water and filtered. The hexane layer is washed with water, dried over magnesium sulfate, and concentrated to give an oil. The reactants are FC(S(=O)(=O)OC1=C(C(=CC=C1)[N+](=O)[O-])C#N)(F)F (2-cyano-3-nitrophenyl trifluoromethanesulfonate), CC(=CB(O)O)C (2-methyl-1-propenylboronic acid), tetrakis(tiphenylphosphine)palladium(0), C([O-])([O-])=O.[Na+].[Na+] (sodium carbonate). The solvent is O (water), CCOC(=O)C (EtOAc), C(OC)COC (dimethoxyethane), O (water). Yields the product [N+](=O)([O-])C1=C(C#N)C(=CC=C1)C=C(C)C (2-Nitro-6-(2-methylprop-1-enyl)benzonitrile). Isolated yield 61.3%. RXN SMILES: FC(F)(F)S(O[C:7]1[CH:12]=[CH:11][CH:10]=[C:9]([N+:13]([O-:15])=[O:14])[C:8]=1[C:16]#[N:17])(=O)=O.[CH3:20][C:21]([CH3:26])=[CH:22]B(O)O.C(=O)([O-])[O-].[Na+].[Na+]>C(COC)OC.O.CCOC(C)=O>[N+:13]([C:9]1[CH:10]=[CH:11][CH:12]=[C:7]([CH:20]=[C:21]([CH3:26])[CH3:22])[C:8]=1[C:16]#[N:17])([O-:15])=[O:14] |f:2.3.4|. Reported procedure: A suspension of 2-cyano-3-nitrophenyl trifluoromethanesulfonate (Example 129d) (4.80 g; 16.21 mmol), 2-methyl-1-propenylboronic acid (2.43 g; 24.32 mmol), tetrakis(tiphenylphosphine)palladium(0) (1.87 g; 1.62 mmol), sodium carbonate (1.89 g; 17.83 mmol) and water (33.0 mL) in dimethoxyethane (DME) (132.0 mL) was heated at reflux for 4 h, under a nitrogen atmosphere. The reaction mixture was cooled to room temperature and diluted with water (100 mL) and EtOAc (250 mL). The organic phase was separ...